From a dataset of the Open Reaction Database (ORD), a public repository of structured organic reaction records. describe an organic reaction: reactants, conditions, products, and yield Starting materials: CC1=CC=CC=2CCOC21 (7-methyl-2,3-dihydro-benzofuran), O (water), ClC1=CC(=NC=N1)C(=O)Cl (6-chloropyrimidine-4-carboxylic acid chloride), [Cl-].[Cl-].[Cl-].[Al+3] (aluminium trichloride). Solvent: C(Cl)Cl (DCM), C(Cl)Cl (DCM), C(Cl)Cl (DCM). Conditions: time 1.5 hour. Yields the product ClC1=CC(=NC=N1)C(=O)C=1C=C(C2=C(CCO2)C1)C ((6-chloro-pyrimidin-4-yl)-(7-methyl-2,3-dihydro-benzofuran-5-yl)-methanone). Reaction SMILES: [Cl:1][C:2]1[N:7]=[CH:6][N:5]=[C:4]([C:8](Cl)=[O:9])[CH:3]=1.[Cl-].[Cl-].[Cl-].[Al+3].[CH3:15][C:16]1[C:24]2[O:23][CH2:22][CH2:21][C:20]=2[CH:19]=[CH:18][CH:17]=1.O>C(Cl)Cl>[Cl:1][C:2]1[N:7]=[CH:6][N:5]=[C:4]([C:8]([C:18]2[CH:17]=[C:16]([CH3:15])[C:24]3[O:23][CH2:22][CH2:21][C:20]=3[CH:19]=2)=[O:9])[CH:3]=1 |f:1.2.3.4|. Reported procedure: 0.396 g (2.24 mmol) 6-chloropyrimidine-4-carboxylic acid chloride and 0.328 g (2.46 mmol) aluminium trichloride in 10 mL DCM were stirred for 20 min at RT. Then 0.300 g (2.24 mmol) 7-methyl-2,3-dihydro-benzofuran in DCM were added dropwise to the reaction mixture and this was stirred for 1.5 h at RT. After the addition of water and DCM to the reaction mixture the phases were separated and the aqueous phase was extracted with DCM. The combined organic phases were washed with saturated aqueous sod... The reactants are C1CCOC1, [Li+], COC(=O)c1cc(CN)cc([N+](=O)[O-])c1, [OH-], O. Yields the product NCc1cc(C(=O)O)cc([N+](=O)[O-])c1. RXN SMILES: [CH2:18]1[O:19][CH2:20][CH2:21][CH2:22]1.[Li+:17].[NH2:1][CH2:2][c:3]1[cH:4][c:5]([C:6](=[O:7])[O:8][CH3:9])[cH:10][c:11]([N+:13](=[O:14])[O-:15])[cH:12]1.[OH-:16].[OH2:23]>>[NH2:1][CH2:2][c:3]1[cH:4][c:5]([C:6](=[O:7])[OH:8])[cH:10][c:11]([N+:13](=[O:14])[O-:15])[cH:12]1. Reactants: O (Water), Cl (hydrochloric acid), O[C@@H]([C@H](CCC)NC(OC(C)(C)C)=O)C1=CC=CC=C1 (tert-butyl (1R,2S)-1-hydroxy-1-phenylpentan-2-ylcarbamate). Run in C(C)(=O)OCC (ethyl acetate), C(C)(=O)OCC (ethyl acetate). Run at temperature 50 celsius, time 90 minute. The product is Cl.N[C@H]([C@H](O)C1=CC=CC=C1)CCC ((1R,2S)-2-amino-1-phenylpentan-1-ol hydrochloride). RXN SMILES: [OH:1][C@H:2]([C:15]1[CH:20]=[CH:19][CH:18]=[CH:17][CH:16]=1)[C@@H:3]([NH:7]C(=O)OC(C)(C)C)[CH2:4][CH2:5][CH3:6].O.[ClH:22]>C(OCC)(=O)C>[ClH:22].[NH2:7][C@@H:3]([CH2:4][CH2:5][CH3:6])[C@@H:2]([C:15]1[CH:20]=[CH:19][CH:18]=[CH:17][CH:16]=1)[OH:1] |f:4.5|. Procedure details: The pure tert-butyl (1R,2S)-1-hydroxy-1-phenylpentan-2-ylcarbamate was dissolved in ethyl acetate (1.2 ml). Water (50 μl) and hydrochloric acid in ethyl acetate (1.0 ml, 1.5 M) were added. The solution was stirred at 50° C. for 90 min. A precipitation was formed. The volume was reduced to ⅔ by heavy stirring and a stream of argon gas. The stirring was continued for 1 h at r.t. The suspension was filtered and the solid was dried at 50° C. under reduced pressure for 2 h. Product: COc1cc(-n2nc(I)c3ncnc(N)c32)ccc1[N+](=O)[O-]. As a reaction SMILES: [CH3:26][N:27]([CH3:28])[CH:29]=[O:30].[F:12][c:13]1[cH:14][c:15]([O:22][CH3:23])[c:16]([N+:19](=[O:20])[O-:21])[cH:17][cH:18]1.[H-:24].[I:1][c:2]1[n:3][nH:4][c:5]2[c:6]1[n:7][cH:8][n:9][c:10]2[NH2:11].[Na+:25]>>[I:1][c:2]1[n:3][n:4](-[c:13]2[cH:14][c:15]([O:22][CH3:23])[c:16]([N+:19](=[O:20])[O-:21])[cH:17][cH:18]2)[c:5]2[c:6]1[n:7][cH:8][n:9][c:10]2[NH2:11]. Reactants: CN(C)C=O, COc1cc(F)ccc1[N+](=O)[O-], [H-], Nc1ncnc2c(I)n[nH]c12, [Na+]. Reactants: CO, Cl, [K+], [OH-], O, COC(=O)c1ccc(OCC(F)(F)C(F)(F)F)cc1O. The product is O=C(O)c1ccc(OCC(F)(F)C(F)(F)F)cc1O. RXN SMILES: [CH3:24][OH:25].[ClH:23].[K+:22].[OH-:21].[OH2:26].[OH:1][c:2]1[c:3]([C:4](=[O:5])[O:6][CH3:7])[cH:8][cH:9][c:10]([O:12][CH2:13][C:14]([C:15]([F:16])([F:17])[F:18])([F:19])[F:20])[cH:11]1>>[OH:1][c:2]1[c:3]([C:4](=[O:5])[OH:6])[cH:8][cH:9][c:10]([O:12][CH2:13][C:14]([C:15]([F:16])([F:17])[F:18])([F:19])[F:20])[cH:11]1. The reactants are C12C(C(C(CC1)C2)=O)=O (bicyclo[2.2.1]heptane-2,3-dione), COP(OC)(=O)CC(=O)C1=C(C=CC(=C1)F)C(F)(F)F ([2-(5-Fluoro-2-trifluoromethyl-phenyl)-2-oxo-ethyl]-phosphonic acid dimethyl ester), O.NN (hydrazine monohydrate). Yields the product FC=1C=CC(=C(C1)C1=NN=C2C3CCC(C2=C1)C3)C(F)(F)F ((1SR,8RS)-5-(5-Fluoro-2-trifluoromethyl-phenyl)-3,4-diaza-tricyclo[6.2.1.02,7]undeca-2,4,6-triene). Reaction SMILES: [CH:1]12[CH2:7][CH:4]([CH2:5][CH2:6]1)[C:3](=O)[C:2]2=O.COP([CH2:16][C:17]([C:19]1[CH:24]=[C:23]([F:25])[CH:22]=[CH:21][C:20]=1[C:26]([F:29])([F:28])[F:27])=O)(=O)OC.O.[NH2:31][NH2:32]>>[F:25][C:23]1[CH:22]=[CH:21][C:20]([C:26]([F:29])([F:28])[F:27])=[C:19]([C:17]2[CH:16]=[C:3]3[C:2]([CH:1]4[CH2:7][CH:4]3[CH2:5][CH2:6]4)=[N:32][N:31]=2)[CH:24]=1 |f:2.3|. Procedure details: yellow gum. MS (EI): 308.0 (M+). Prepared from bicyclo[2.2.1]heptane-2,3-dione, [2-(5-Fluoro-2-trifluoromethyl-phenyl)-2-oxo-ethyl]-phosphonic acid dimethyl ester, hydrazine monohydrate. Starting materials: OC([C@H](CC)NC(C(CC(=O)N1CCOCC1)CS(=O)(=O)CC(C)C)=O)C1=NOC(=N1)C1=CC=CC=C1 (N-{(S)-1-[Hydroxy-(5-phenyl-1,2,4-oxadiazol-3-yl)-methyl]-propyl}-2-(2-methyl-propane-1-sulfonylmethyl)-4-morpholin-4-yl-4-oxo-butyramide), CC(=O)OI1(C=2C=CC=CC2C(=O)O1)(OC(=O)C)OC(=O)C (Dess-Martin periodinane). Run in C(Cl)Cl (methylene chloride). Run at time 90 minute. Yields the product CC(CS(=O)(=O)CC(C(=O)N[C@@H](CC)C(=O)C1=NOC(=N1)C1=CC=CC=C1)CC(=O)N1CCOCC1)C (2-(2-Methyl-propane-1-sulfonylmethyl)-4-morpholin-4-yl-4-oxo-N-[(S)-1-(5-phenyl-1,2,4-oxadiazole-3-carbonyl)-propyl]-butyramide), solid. As a reaction SMILES: [OH:1][CH:2]([C:27]1[N:31]=[C:30]([C:32]2[CH:37]=[CH:36][CH:35]=[CH:34][CH:33]=2)[O:29][N:28]=1)[C@@H:3]([NH:6][C:7](=[O:26])[CH:8]([CH2:18][S:19]([CH2:22][CH:23]([CH3:25])[CH3:24])(=[O:21])=[O:20])[CH2:9][C:10]([N:12]1[CH2:17][CH2:16][O:15][CH2:14][CH2:13]1)=[O:11])[CH2:4][CH3:5].CC(OI1(OC(C)=O)(OC(C)=O)OC(=O)C2C=CC=CC1=2)=O>C(Cl)Cl>[CH3:25][CH:23]([CH3:24])[CH2:22][S:19]([CH2:18][CH:8]([CH2:9][C:10]([N:12]1[CH2:13][CH2:14][O:15][CH2:16][CH2:17]1)=[O:11])[C:7]([NH:6][C@H:3]([C:2]([C:27]1[N:31]=[C:30]([C:32]2[CH:37]=[CH:36][CH:35]=[CH:34][CH:33]=2)[O:29][N:28]=1)=[O:1])[CH2:4][CH3:5])=[O:26])(=[O:20])=[O:21]. Procedure details: A solution of N-{(S)-1-[Hydroxy-(5-phenyl-1,2,4-oxadiazol-3-yl)-methyl]-propyl}-2-(2-methyl-propane-1-sulfonylmethyl)-4-morpholin-4-yl-4-oxo-butyramide (41 mg, 0.076 mmol) in methylene chloride (6 mL) was treated with Dess-Martin periodinane (39 mg, 0.092 mmol) and stirred at room temperature for 90 minutes. The reaction mixture was washed with a solution of Na2S2O3 in water (0.26M), saturated aqueous bicarbonate solution and water, dried over Na2SO4 and the solvent evaporated under reduced pres... Starting materials: O=c1[nH]nc2c(Br)c(Cl)ccn12, O=C([O-])[O-], Cc1nc(C(F)(F)F)ccc1CCl, [K+], [K+], CN(C)C=O. Yields the product Cc1nc(C(F)(F)F)ccc1Cn1nc2c(Br)c(Cl)ccn2c1=O. As a reaction SMILES: [Br:1][c:2]1[c:3]2[n:4]([cH:5][cH:6][c:7]1[Cl:8])[c:9](=[O:12])[nH:10][n:11]2.[C:26](=[O:27])([O-:28])[O-:29].[Cl:13][CH2:14][c:15]1[c:16]([CH3:25])[n:17][c:18]([C:21]([F:22])([F:23])[F:24])[cH:19][cH:20]1.[K+:30].[K+:31].[O:32]=[CH:33][N:34]([CH3:35])[CH3:36]>>[Br:1][c:2]1[c:3]2[n:4]([cH:5][cH:6][c:7]1[Cl:8])[c:9](=[O:12])[n:10]([CH2:14][c:15]1[c:16]([CH3:25])[n:17][c:18]([C:21]([F:22])([F:23])[F:24])[cH:19][cH:20]1)[n:11]2.